From a dataset of the Open Reaction Database (ORD), a public repository of structured organic reaction records. describe an organic reaction: reactants, conditions, products, and yield The reactants are ClC1=CC=C(C(=O)Cl)C=C1 (4-Chlorobenzoyl chloride), Cl.NCCC1=CC=C(C=C1)C(C(=O)OCC)(C)C (ethyl 2-[4-(2-aminoethyl)-phenyl]-2-methylpropionate hydrochloride). The solvent is N1=CC=CC=C1 (pyridine). Reaction conditions: time 90 minute. Product: ClC1=CC=C(C(=O)NCCC2=CC=C(C=C2)C(C(=O)OCC)(C)C)C=C1 (ethyl 2-{4-[2-(4-chlorobenzamido)-ethyl]-phenyl}-2-methylpropionate). Isolated yield 68.0%. As a reaction SMILES: [Cl:1][C:2]1[CH:10]=[CH:9][C:5]([C:6](Cl)=[O:7])=[CH:4][CH:3]=1.Cl.[NH2:12][CH2:13][CH2:14][C:15]1[CH:20]=[CH:19][C:18]([C:21]([CH3:28])([CH3:27])[C:22]([O:24][CH2:25][CH3:26])=[O:23])=[CH:17][CH:16]=1>N1C=CC=CC=1>[Cl:1][C:2]1[CH:10]=[CH:9][C:5]([C:6]([NH:12][CH2:13][CH2:14][C:15]2[CH:20]=[CH:19][C:18]([C:21]([CH3:27])([CH3:28])[C:22]([O:24][CH2:25][CH3:26])=[O:23])=[CH:17][CH:16]=2)=[O:7])=[CH:4][CH:3]=1 |f:1.2|. Procedure details: 9.6 g. 4-Chlorobenzoyl chloride are added dropwise to a solution of 14.1 g ethyl 2-[4-(2-aminoethyl)-phenyl]-2-methylpropionate hydrochloride in 90 ml anhydrous pyridine at 5°-10° C. The reaction mixture is kept at 10° C. for 90 minutes, then allowed to warm up to ambient temperature and subsequently heated to 45° C. for 10 minutes. A part thereof remains undissolved. The reaction mixture is stirred into 750 ml. ice water, filtered with suction and the filter cake then washed. There are obtained... Starting materials: Cc1onc(C(F)(F)F)c1N, CCc1nc2c(OC(F)F)ccc(C(=O)O)c2o1. Reaction SMILES: [CH3:19][c:20]1[c:21]([NH2:29])[c:22]([C:25]([F:26])([F:27])[F:28])[n:23][o:24]1.[F:1][CH:2]([O:3][c:4]1[cH:5][cH:6][c:7]([C:15](=[O:16])[OH:17])[c:8]2[c:9]1[n:10][c:11]([CH2:13][CH3:14])[o:12]2)[F:18]>>[F:1][CH:2]([O:3][c:4]1[cH:5][cH:6][c:7]([C:15](=[O:17])[NH:29][c:21]2[c:20]([CH3:19])[o:24][n:23][c:22]2[C:25]([F:26])([F:27])[F:28])[c:8]2[c:9]1[n:10][c:11]([CH2:13][CH3:14])[o:12]2)[F:18]. Yields the product CCc1nc2c(OC(F)F)ccc(C(=O)Nc3c(C(F)(F)F)noc3C)c2o1. The reactants are CC1=CC=C(C=C1)S(=O)(=O)OCCOC1CCN(CC1)C(=O)OCC1=CC=CC=C1 (benzyl 4-(2-{[(4-methylphenyl)sulfony]oxy}ethoxy)piperidine-1-carboxylate), Example 1 ( 1c ), COC1C(COC1)O (4-methoxytetrahydrofuran-3-ol). The product is CO[C@@H]1[C@@H](COC1)OCCOC1CCNCC1 (Cis-4-{2-[(4-methoxytetrahydrofuran-3-yl)oxy]ethoxy}piperidine). The yield is 84.8%. RXN SMILES: CC1C=CC(S([O:11][CH2:12][CH2:13][O:14][CH:15]2[CH2:20][CH2:19][N:18](C(OCC3C=CC=CC=3)=O)[CH2:17][CH2:16]2)(=O)=O)=CC=1.[CH3:31][O:32][CH:33]1[CH2:37][O:36][CH2:35][CH:34]1O>>[CH3:31][O:32][C@H:33]1[CH2:37][O:36][CH2:35][C@H:34]1[O:11][CH2:12][CH2:13][O:14][CH:15]1[CH2:16][CH2:17][NH:18][CH2:19][CH2:20]1. Procedure details: Using benzyl 4-(2-{[(4-methylphenyl)sulfony]oxy}ethoxy)piperidine-1-carboxylate (2.50 g, 5.77 mmol) produced in Reference Example 1 (1c) and 4-methoxytetrahydrofuran-3-ol (820 mg, 6.94 mmol), the desired title compound (1.20 g, yield 85%) was obtained by the same method as in Reference Examples 1 (1d) and 1 (1e). The reactants are Cc1cn(C2CCNC2)nn1, Cl, O=C(O)C(F)(F)F, COc1c(F)c(F)c(N)c2c(=O)c(C(=O)O)cn(C3CC3)c12, c1ccncc1. The product is COc1c(N2CCC(n3cc(C)nn3)C2)c(F)c(N)c2c(=O)c(C(=O)O)cn(C3CC3)c12. RXN SMILES: [CH3:2][c:3]1[n:4][n:5][n:6]([CH:8]2[CH2:9][NH:10][CH2:11][CH2:12]2)[cH:7]1.[ClH:1].[F:35][C:36]([F:37])([F:38])[C:39]([OH:40])=[O:41].[NH2:13][c:14]1[c:15]2[c:16](=[O:34])[c:17]([C:31](=[O:32])[OH:33])[cH:18][n:19]([CH:28]3[CH2:29][CH2:30]3)[c:20]2[c:21]([O:26][CH3:27])[c:22]([F:25])[c:23]1[F:24].[cH:42]1[cH:43][cH:44][n:45][cH:46][cH:47]1>>[CH3:2][c:3]1[n:4][n:5][n:6]([CH:8]2[CH2:9][N:10]([c:22]3[c:21]([O:26][CH3:27])[c:20]4[c:15]([c:14]([NH2:13])[c:23]3[F:24])[c:16](=[O:34])[c:17]([C:31](=[O:32])[OH:33])[cH:18][n:19]4[CH:28]3[CH2:29][CH2:30]3)[CH2:11][CH2:12]2)[cH:7]1.